Task: describe an organic reaction: reactants, conditions, products, and yield. Dataset: the Open Reaction Database (ORD), a public repository of structured organic reaction records Reactants: CC(=C)C1=CC=CC=C1 (α-methylstyrene), C=CC1=CC=CC=C1 (styrene). Yields the product CC(=C)C1=CC=CC=C1.C=CC1=CC=CC=C1 (α-methylstyrene styrene). RXN SMILES: [CH3:1][C:2]([C:4]1[CH:9]=[CH:8][CH:7]=[CH:6][CH:5]=1)=[CH2:3].[CH2:10]=[CH:11][C:12]1[CH:17]=[CH:16][CH:15]=[CH:14][CH:13]=1>>[CH3:3][C:2]([C:4]1[CH:9]=[CH:8][CH:7]=[CH:6][CH:5]=1)=[CH2:1].[CH2:10]=[CH:11][C:12]1[CH:17]=[CH:16][CH:15]=[CH:14][CH:13]=1 |f:2.3|. Procedure: In this example, α-methylstyrene and styrene were copolymerized by the same emulsion polymerization method as described in Example 1 to obtain α-methylstyrene-styrene copolymer [hereinafter abbreviated as P(αMS/S)]. That is, α-methylstyrene-styrene copolymer having Tg of 114° C. was obtained in a conversion of 90% after the copolymerization at 15° C. for 10 hours by using 35 parts by weight of α-methylstyrene and 65 parts by weight of styrene (Example 3). Further, α-methylstyrene-styrene copolym...